Task: describe an organic reaction: reactants, conditions, products, and yield. Dataset: the Open Reaction Database (ORD), a public repository of structured organic reaction records Reactants: CN, CC(=O)c1ccc(F)cc1Cl, [Cu], O. The product is CNc1cc(F)ccc1C(C)=O. As a reaction SMILES: [CH3:1][NH2:2].[Cl:3][c:4]1[c:5]([C:11]([CH3:12])=[O:13])[cH:6][cH:7][c:8]([F:10])[cH:9]1.[Cu:15].[OH2:14]>>[CH3:1][NH:2][c:4]1[c:5]([C:11]([CH3:12])=[O:13])[cH:6][cH:7][c:8]([F:10])[cH:9]1. Starting materials: COC(C)(OC)N(C)C, CN(C)C=O, NC(=O)c1ncn2c1C1CCCN1C(=O)c1c(Cl)cccc1-2. Yields the product CC(=NC(=O)c1ncn2c1C1CCCN1C(=O)c1c(Cl)cccc1-2)N(C)C. RXN SMILES: [CH3:23][O:24][C:25]([CH3:26])([N:27]([CH3:28])[CH3:29])[O:30][CH3:31].[CH3:32][N:33]([CH3:34])[CH:35]=[O:36].[Cl:1][c:2]1[cH:3][cH:4][cH:5][c:6]2[c:7]1[C:8](=[O:22])[N:9]1[CH:10]([c:11]3[n:12]-2[cH:13][n:14][c:15]3[C:16](=[O:17])[NH2:18])[CH2:19][CH2:20][CH2:21]1>>[Cl:1][c:2]1[cH:3][cH:4][cH:5][c:6]2[c:7]1[C:8](=[O:22])[N:9]1[CH:10]([c:11]3[n:12]-2[cH:13][n:14][c:15]3[C:16](=[O:17])[N:18]=[C:25]([CH3:26])[N:27]([CH3:28])[CH3:29])[CH2:19][CH2:20][CH2:21]1. Reactants: CC(=O)OC(C)=O, ClC(Cl)Cl, O=c1ccccn1-c1ccc(Oc2cc3nc(-c4ccccn4)[nH]c3cc2C2CCCN2)cn1. The product is CC(=O)N1CCCC1c1cc2[nH]c(-c3ccccn3)nc2cc1Oc1ccc(-n2ccccc2=O)nc1. RXN SMILES: [CH3:1][C:2](=[O:3])[O:4][C:5](=[O:6])[CH3:7].[CH:42]([Cl:43])([Cl:44])[Cl:45].[n:8]1[c:9](-[c:14]2[n:15][c:16]3[c:17]([nH:18]2)[cH:19][c:20]([CH:37]2[NH:38][CH2:39][CH2:40][CH2:41]2)[c:21]([O:23][c:24]2[cH:25][cH:26][c:27](-[n:30]4[c:31](=[O:36])[cH:32][cH:33][cH:34][cH:35]4)[n:28][cH:29]2)[cH:22]3)[cH:10][cH:11][cH:12][cH:13]1>>[CH3:1][C:2](=[O:3])[N:38]1[CH:37]([c:20]2[cH:19][c:17]3[c:16]([n:15][c:14](-[c:9]4[n:8][cH:13][cH:12][cH:11][cH:10]4)[nH:18]3)[cH:22][c:21]2[O:23][c:24]2[cH:25][cH:26][c:27](-[n:30]3[c:31](=[O:36])[cH:32][cH:33][cH:34][cH:35]3)[n:28][cH:29]2)[CH2:41][CH2:40][CH2:39]1. The reactants are CC=1OC2=C(C=CC=C2C(C1)=O)C=O (2-Methyl-4-oxo-4H-chromene-8-carbaldehyde), O=C(CC(=O)OCCC#N)C (2-cyanoethyl 3-oxobutanoate), C(C)(=O)O (acetic acid), N1CCCCC1 (piperidine). The solvent is ClCCl (dichloromethane). Product: CC=1OC2=C(C=CC=C2C(C1)=O)\C=C(/C(=O)OCCC#N)\C(C)=O (2-cyanoethyl (2Z)-2-[(2-methyl-4-oxo-4H-chromen-8-yl)methylidene]-3-oxobutanoate). Isolated yield 92.0%. As a reaction SMILES: [CH3:1][C:2]1[O:3][C:4]2[C:9]([C:10](=[O:12])[CH:11]=1)=[CH:8][CH:7]=[CH:6][C:5]=2[CH:13]=O.[O:15]=[C:16]([CH3:25])[CH2:17][C:18]([O:20][CH2:21][CH2:22][C:23]#[N:24])=[O:19].C(O)(=O)C.N1CCCCC1>ClCCl>[CH3:1][C:2]1[O:3][C:4]2[C:9]([C:10](=[O:12])[CH:11]=1)=[CH:8][CH:7]=[CH:6][C:5]=2/[CH:13]=[C:17](/[C:16](=[O:15])[CH3:25])\[C:18]([O:20][CH2:21][CH2:22][C:23]#[N:24])=[O:19]. Reported procedure: 1.50 g (7.97 mmol) of the compound from Example 5A, 1.86 g (9.57 mmol) of 2-cyanoethyl 3-oxobutanoate [Yamamoto, T., et al., Bioorg. Med. Chem. Lett. 16, 798-802 (2006)], 91 μl (1.59 mmol) of acetic acid and 158 μl (1.59 mmol) of piperidine are dissolved in 30 ml of anhydrous dichloromethane and stirred under reflux with a water trap overnight. The mixture is then washed with water, the organic phase is dried with magnesium sulfate, and the volatile components are removed in a rotary evaporator.... Starting materials: C(C)N(C(=O)N)CC.[N+](=O)([O-])C1=CC=C(CSC(N)=N)C=C1 (N,N-diethylurea 2-(4-nitrobenzyl)-2-thiopseudourea), C(C)(=O)[O-].[Na+] (sodium acetate), NC=1C=C(C=C(C1N)C1=NC=CC=C1)C=1C=NC(=NC1)N1CCC(CC1)(C(=O)OCC)CC (ethyl 1-(5-(3,4-diamino-5-(pyridin-2-yl)phenyl)pyrimidin-2-yl)-4-ethylpiperidine-4-carboxylate). The solvent is COCCOC (DME), O (water), S(O)(O)(=O)=O (sulphuric acid). Run at temperature 80 celsius. The product is C(C)C1(CCN(CC1)C1=NC=C(C=N1)C1=CC2=C(NC(=N2)NC(=O)NCC)C(=C1)C1=NC=CC=C1)C(=O)OCC (Ethyl 4-ethyl-1-(5-(2-(3-ethylureido)-7-(pyridin-2-yl)-1H-benzo[d]imidazol-5-yl)pyrimidin-2-yl)piperidine-4-carboxylate). Yield: 59.9%. RXN SMILES: [C:1]([O-])(=O)C.[Na+].[NH2:6][C:7]1[CH:8]=[C:9]([C:20]2[CH:21]=[N:22][C:23]([N:26]3[CH2:31][CH2:30][C:29]([CH2:37][CH3:38])([C:32]([O:34][CH2:35][CH3:36])=[O:33])[CH2:28][CH2:27]3)=[N:24][CH:25]=2)[CH:10]=[C:11]([C:14]2[CH:19]=[CH:18][CH:17]=[CH:16][N:15]=2)[C:12]=1[NH2:13].[CH2:39]([N:41](CC)[C:42]([NH2:44])=[O:43])[CH3:40].[N+](C1C=CC(CSC(=N)N)=CC=1)([O-])=O>O.S(=O)(=O)(O)O.COCCOC>[CH2:37]([C:29]1([C:32]([O:34][CH2:35][CH3:36])=[O:33])[CH2:30][CH2:31][N:26]([C:23]2[N:22]=[CH:21][C:20]([C:9]3[CH:10]=[C:11]([C:14]4[CH:19]=[CH:18][CH:17]=[CH:16][N:15]=4)[C:12]4[NH:13][C:1]([NH:44][C:42]([NH:41][CH2:39][CH3:40])=[O:43])=[N:6][C:7]=4[CH:8]=3)=[CH:25][N:24]=2)[CH2:27][CH2:28]1)[CH3:38] |f:0.1,3.4|. Procedure details: To a solution of sodium acetate (0.606 g, 7.38 mmol) in water (8.0 mL), concentrated sulphuric acid was added dropwise till pH ˜3.5 followed by addition of ethyl 1-(5-(3,4-diamino-5-(pyridin-2-yl)phenyl)pyrimidin-2-yl)-4-ethylpiperidine-4-carboxylate (0.55 g, 1.23 mmol) to get a yellow suspension. The solution of N,N-diethylurea-2-(4-nitrobenzyl)-2-thiopseudourea (0.454 g, 1.23 mmol) in DME (15.0 mL) was added to the resulting mixture. The homogenous mixture was stirred and heated to 80° C. for ...